From a dataset of the Open Reaction Database (ORD), a public repository of structured organic reaction records. describe an organic reaction: reactants, conditions, products, and yield Procedure details: Prepared from 6-amino-3-(Z)-{1-[4-(piperidin-1-yl-methyl)-anilino]-1-phenyl-methylidene}-2-indolinone and acetylchloride Product: C(C)(=O)NC1=CC=C2/C(/C(NC2=C1)=O)=C(\C1=CC=CC=C1)/NC1=CC=C(C=C1)CN1CCCCC1 (6-acetylamino-3-(Z)-{1-[4-(piperidin-1-yl-methyl)-anilino]-1-phenyl-methylidene}-2-indolinone). Starting materials: NC1=CC=C2/C(/C(NC2=C1)=O)=C(\C1=CC=CC=C1)/NC1=CC=C(C=C1)CN1CCCCC1 (6-amino-3-(Z)-{1-[4-(piperidin-1-yl-methyl)-anilino]-1-phenyl-methylidene}-2-indolinone), C(C)(=O)Cl (acetylchloride). Reaction SMILES: [NH2:1][C:2]1[CH:10]=[C:9]2[C:5](/[C:6](=[C:12](/[NH:19][C:20]3[CH:25]=[CH:24][C:23]([CH2:26][N:27]4[CH2:32][CH2:31][CH2:30][CH2:29][CH2:28]4)=[CH:22][CH:21]=3)\[C:13]3[CH:18]=[CH:17][CH:16]=[CH:15][CH:14]=3)/[C:7](=[O:11])[NH:8]2)=[CH:4][CH:3]=1.[C:33](Cl)(=[O:35])[CH3:34]>>[C:33]([NH:1][C:2]1[CH:10]=[C:9]2[C:5](/[C:6](=[C:12](/[NH:19][C:20]3[CH:25]=[CH:24][C:23]([CH2:26][N:27]4[CH2:28][CH2:29][CH2:30][CH2:31][CH2:32]4)=[CH:22][CH:21]=3)\[C:13]3[CH:14]=[CH:15][CH:16]=[CH:17][CH:18]=3)/[C:7](=[O:11])[NH:8]2)=[CH:4][CH:3]=1)(=[O:35])[CH3:34]. As a reaction SMILES: [CH:1]([NH:3][C:4]1[S:5][CH:6]=[C:7]([C:9](=[N:13][O:14][CH2:15][CH2:16][CH2:17][NH:18][C:19]([O:21][C:22]([CH3:25])([CH3:24])[CH3:23])=[O:20])[C:10]([OH:12])=O)[N:8]=1)=[O:2].P(Cl)(Cl)(Cl)=O.[NH2:31][CH:32]1[C:59](=[O:60])[N:34]2[C:35]([C:56]([OH:58])=[O:57])=[C:36]([CH2:39][S:40][C:41]3[N:45]([CH2:46][CH2:47][NH:48][C:49]([O:51][C:52]([CH3:55])([CH3:54])[CH3:53])=[O:50])[N:44]=[N:43][N:42]=3)[CH2:37][S:38][C@H:33]12.C[Si](CC(N)=O)(C)C>C(OCC)(=O)C.CN(C)C=O>[CH:1]([NH:3][C:4]1[S:5][CH:6]=[C:7]([C:9](=[N:13][O:14][CH2:15][CH2:16][CH2:17][NH:18][C:19]([O:21][C:22]([CH3:25])([CH3:24])[CH3:23])=[O:20])[C:10]([NH:31][CH:32]2[C:59](=[O:60])[N:34]3[C:35]([C:56]([OH:58])=[O:57])=[C:36]([CH2:39][S:40][C:41]4[N:45]([CH2:46][CH2:47][NH:48][C:49]([O:51][C:52]([CH3:54])([CH3:55])[CH3:53])=[O:50])[N:44]=[N:43][N:42]=4)[CH2:37][S:38][C@H:33]23)=[O:12])[N:8]=1)=[O:2]. The solvent is C(C)(=O)OCC (ethyl acetate), CN(C=O)C (N,N-dimethylformamide). Procedure: 2-(2-Formamidothiazol-4-yl)-2-(3-tert-butoxycarbonylaminopropoxyimino)acetic acid (syn isomer, 2.6 g.), N,N-dimethylformamide (0.6 g.), phosphoryl chloride (1.2 g.), 7-amino-3-[1-(2-tert-butoxycarbonylaminoethyl)-1H-tetrazol-5-yl]thiomethyl-3-cephem-4-carboxylic acid (3.2 g.), trimethylsilylacetamide (5.5 g.) and ethyl acetate (65 ml.) were treated in a similar manner to that of Example 6-(1) to give 7-[2-(2-formamidothiazol-4-yl)-2-(3-tert-butoxycarbonylaminopropoxyimino)acetamido]-3-[1-(2-tert... Yields the product C(=O)NC=1SC=C(N1)C(C(=O)NC1[C@@H]2N(C(=C(CS2)CSC2=NN=NN2CCNC(=O)OC(C)(C)C)C(=O)O)C1=O)=NOCCCNC(=O)OC(C)(C)C (7-[2-(2-formamidothiazol-4-yl)-2-(3-tert-butoxycarbonylaminopropoxyimino)acetamido]-3-[1-(2-tert-butoxycarbonylaminoethyl)-1H-tetrazol-5-yl]thiomethyl-3-cephem-4-carboxylic acid). The yield is 22.9%. Starting materials: C(=O)NC=1SC=C(N1)C(C(=O)O)=NOCCCNC(=O)OC(C)(C)C (2-(2-Formamidothiazol-4-yl)-2-(3-tert-butoxycarbonylaminopropoxyimino)acetic acid), P(=O)(Cl)(Cl)Cl (phosphoryl chloride), NC1[C@@H]2N(C(=C(CS2)CSC2=NN=NN2CCNC(=O)OC(C)(C)C)C(=O)O)C1=O (7-amino-3-[1-(2-tert-butoxycarbonylaminoethyl)-1H-tetrazol-5-yl]thiomethyl-3-cephem-4-carboxylic acid), C[Si](C)(C)CC(=O)N (trimethylsilylacetamide). Reactants: NC=1SC(=C(N1)C(=O)N1[C@@H]([C@H]2C[C@H]2C1)CN)C1=CC(=CC=C1)F ([2-Amino-5-(3-fluoro-phenyl)-thiazol-4-yl]-((1S,2S,5R)-2-aminomethyl-3-aza-bicyclo[3.1.0]hex-3-yl)-methanone), CN1N=C(C(=C1)C(=O)O)C (1,3-Dimethyl-1H-pyrazole-4-carboxylic acid). Product: NC=1SC(=C(N1)C(=O)N1[C@@H]([C@H]2C[C@H]2C1)CNC(=O)C=1C(=NN(C1)C)C)C1=CC(=CC=C1)F (1,3-Dimethyl-1H-pyrazole-4-carboxylic acid{(1S,2S,5R)-3-[2-amino-5-(3-fluoro-phenyl)-thiazole-4-carbonyl]-3-aza-bicyclo[3.1.0]hex-2-ylmethyl}-amide). RXN SMILES: [NH2:1][C:2]1[S:3][C:4]([C:17]2[CH:22]=[CH:21][CH:20]=[C:19]([F:23])[CH:18]=2)=[C:5]([C:7]([N:9]2[CH2:14][C@H:13]3[C@H:11]([CH2:12]3)[C@H:10]2[CH2:15][NH2:16])=[O:8])[N:6]=1.[CH3:24][N:25]1[CH:29]=[C:28]([C:30](O)=[O:31])[C:27]([CH3:33])=[N:26]1>>[NH2:1][C:2]1[S:3][C:4]([C:17]2[CH:22]=[CH:21][CH:20]=[C:19]([F:23])[CH:18]=2)=[C:5]([C:7]([N:9]2[CH2:14][C@H:13]3[C@H:11]([CH2:12]3)[C@H:10]2[CH2:15][NH:16][C:30]([C:28]2[C:27]([CH3:33])=[N:26][N:25]([CH3:24])[CH:29]=2)=[O:31])=[O:8])[N:6]=1. Procedure details: prepared by reaction of [2-Amino-5-(3-fluoro-phenyl)-thiazol-4-yl]-((1S,2S,5R)-2-aminomethyl-3-aza-bicyclo[3.1.0]hex-3-yl)-methanone with 1,3-Dimethyl-1H-pyrazole-4-carboxylic acid. LC-MS (basic): tR=0.69 min; [M+H]+=455.2. The reactants are COC(=O)CCC(C#N)(CCC(=O)OC)c1ccc(OC(F)F)c(OCC2CC2)c1, COCCOC, [H-], [Na+]. Yields the product O=Cc1ccc(OC(F)F)c(OCC2CC2)c1. Reaction SMILES: [C:3]([C:5]([CH2:4][CH2:6][C:7]([O:8][CH3:9])=[O:10])([CH2:11][CH2:12][C:13]([O:14][CH3:15])=[O:16])[c:18]1[cH:19][c:20]([O:28][CH2:29][CH:30]2[CH2:31][CH2:32]2)[c:21]([O:24][CH:25]([F:26])[F:27])[cH:22][cH:23]1)#[N:17].[CH3:33][O:34][CH2:35][CH2:36][O:37][CH3:38].[H-:1].[Na+:2]>>[CH:5]([c:18]1[cH:19][c:20]([O:28][CH2:29][CH:30]2[CH2:31][CH2:32]2)[c:21]([O:24][CH:25]([F:26])[F:27])[cH:22][cH:23]1)=[O:34]. The reactants are FC1=C(C#N)C=C(C(=C1)F)[N+](=O)[O-] (2,4-difluoro-5-nitrobenzonitrile). The reagents and catalysts are [Pd] (Pd/C). The solvent is CO (MeOH). Product: NC=1C(=CC(=C(C#N)C1)F)F (5-amino-2,4-difluorobenzonitrile). Isolated yield 70.5%. As a reaction SMILES: [F:1][C:2]1[CH:9]=[C:8]([F:10])[C:7]([N+:11]([O-])=O)=[CH:6][C:3]=1[C:4]#[N:5]>CO.[Pd]>[NH2:11][C:7]1[C:8]([F:10])=[CH:9][C:2]([F:1])=[C:3]([CH:6]=1)[C:4]#[N:5]. Procedure: A suspension of 2,4-difluoro-5-nitrobenzonitrile (1.0 g, 5.43 mmol) and Pd/C 10% (0.1 g, 0.94 mmol) in MeOH (20 mL) was hydrogenated (balloon) for 5 hr. This was filtered and the solvent was removed. Flash chromatography on silica gel eluting with hexane containing 20% EtOAc gave 5-amino-2,4-difluorobenzonitrile (0.59 g) as a light yellow solid. The reactants are CCC(CC)(C(=O)[O-])C(=O)[O-], CO, CCCc1cccc(-c2nc(C)cc(Cl)n2)n1, [H-], [Na+], [Na+], [Na+], [Na+], O=C([O-])[O-], C1CCOC1, [OH-], O, O=S(=O)(O)O. The product is CCCc1cccc(-c2nc(C)cc(C)n2)n1. RXN SMILES: [CH2:1]([C:2]([CH2:3][CH3:4])([C:5]([O-:6])=[O:7])[C:8]([O-:9])=[O:10])[CH3:11].[CH3:45][OH:46].[Cl:14][c:15]1[n:16][c:17](-[c:22]2[n:23][c:24]([CH2:28][CH2:29][CH3:30])[cH:25][cH:26][cH:27]2)[n:18][c:19]([CH3:21])[cH:20]1.[H-:12].[Na+:13].[Na+:32].[Na+:38].[Na+:39].[O-:40][C:41](=[O:42])[O-:43].[O:47]1[CH2:48][CH2:49][CH2:50][CH2:51]1.[OH-:31].[OH2:44].[S:33](=[O:34])(=[O:35])([OH:36])[OH:37]>>[CH3:1][c:15]1[n:16][c:17](-[c:22]2[n:23][c:24]([CH2:28][CH2:29][CH3:30])[cH:25][cH:26][cH:27]2)[n:18][c:19]([CH3:21])[cH:20]1.